From a dataset of the Open Reaction Database (ORD), a public repository of structured organic reaction records. describe an organic reaction: reactants, conditions, products, and yield The reactants are COC(=O)Cl (chloroformic acid methyl ester), NCCC=1C=CC(=NC1)OCC(CNC(C)C)O (5-(2'-aminoethyl)-2-(3'-isopropylamino-2'-hydroxy-propoxy)-pyridine), ice water. Run in C(C)(C)O (isopropanol), O (water). Run at time 1 hour. Product: C(C)(C)NCC(COC1=NC=C(C=C1)CCNC(=O)OC)O (2-(3'-isopropylamino-2'-hydroxy-propoxy)-5-(2'-methoxycarbonylaminoethyl)-pyridine). As a reaction SMILES: [CH3:1][O:2][C:3](Cl)=[O:4].[NH2:6][CH2:7][CH2:8][C:9]1[CH:10]=[CH:11][C:12]([O:15][CH2:16][CH:17]([OH:23])[CH2:18][NH:19][CH:20]([CH3:22])[CH3:21])=[N:13][CH:14]=1>C(O)(C)C.O>[CH:20]([NH:19][CH2:18][CH:17]([OH:23])[CH2:16][O:15][C:12]1[CH:11]=[CH:10][C:9]([CH2:8][CH2:7][NH:6][C:3]([O:2][CH3:1])=[O:4])=[CH:14][N:13]=1)([CH3:22])[CH3:21]. Procedure: 5.4 ml of chloroformic acid methyl ester are added dropwise, whilst stirring, to 12.4 g of 5-(2'-aminoethyl)-2-(3'-isopropylamino-2'-hydroxy-propoxy)-pyridine, dissolved in a mixture of 45 ml of isopropanol and 45 ml of water, at a temperature of 20°-35° C., with cooling by means of ice water, if necessary. The reaction mixture is stirred further for one hour at room temperature and is evaporated in vacuo, and the evaporation residue is dissolved in approx. 30 ml of water. This solution is extra... The reactants are FC1=CC=C(C=O)C=C1 (4-fluorobenzaldehyde), C(=O)C1=C(C=CC=C1)B(O)O (2-formylphenylboronic acid), NCC1=C(C=CC=C1)NC(C=C(C)C)=O (3-Methyl-but-2-enoic acid (2-aminomethyl-phenyl)-amide). Product: FC1=CC=C(CN2C(C(NC3=C(C2)C=CC=C3)=O)C3=C(C=O)C=CC=C3)C=C1 (2-[4-(4-Fluoro-benzyl)-2-oxo-2,3,4,5-tetrahydro-1H-benzo[e][1,4]diazepin-3-yl]-benzaldehyde). Reaction SMILES: [F:1][C:2]1[CH:9]=[CH:8][C:5]([CH:6]=O)=[CH:4][CH:3]=1.[CH:10]([C:12]1[CH:17]=[CH:16][CH:15]=[CH:14][C:13]=1B(O)O)=[O:11].[NH2:21][CH2:22][C:23]1[CH:28]=[CH:27][CH:26]=[CH:25][C:24]=1[NH:29][C:30](=[O:35])[CH:31]=C(C)C>>[F:1][C:2]1[CH:9]=[CH:8][C:5]([CH2:6][N:21]2[CH2:22][C:23]3[CH:28]=[CH:27][CH:26]=[CH:25][C:24]=3[NH:29][C:30](=[O:35])[CH:31]2[C:13]2[CH:14]=[CH:15][CH:16]=[CH:17][C:12]=2[CH:10]=[O:11])=[CH:4][CH:3]=1. Procedure details: Prepared similarly to Example 3 with reductive amination using 4-fluorobenzaldehyde, and the use of 2-formylphenylboronic acid. Prepared in 34% overall yield without isolation of intermediates starting from the product of Example 1. 1H NMR (500 MHz, DMSO-d6) δ 10.37 (s, 1H), 7.83-7.79 (m, 1H), 7.64-7.60 (m, 1H), 7.40-7.34 (m, 2H), 7.29-7.19 (m, 3H), 7.70-6.95 (m, 5H), 6.32 (s, 1H), 5.09 (d, J=15.4 Hz, 1H), 5.01 (d, J=15.4 Hz, 1H), 4.56 (d, J=15.3 Hz, 1H), 4.47 (d, J=15.3 Hz, 1H). Reactants: COc1cc([N+](=O)[O-])ccc1Br, CC(=O)O, [Fe], O. The product is COc1cc(N)ccc1Br. Reaction SMILES: [Br:1][c:2]1[c:3]([O:11][CH3:12])[cH:4][c:5]([N+:8]([O-:9])=[O:10])[cH:6][cH:7]1.[CH3:13][C:14](=[O:15])[OH:16].[Fe:17].[OH2:18]>>[Br:1][c:2]1[c:3]([O:11][CH3:12])[cH:4][c:5]([NH2:8])[cH:6][cH:7]1. Reactants: Cn1c(C(F)(F)F)cc(=O)n(-c2ccc(Cl)c(C=O)c2)c1=O, CCOP(=O)(OCC)C(Cl)(Cl)Cl, [Li]CCCC. The product is CCOP(=O)(OCC)C(Cl)=Cc1cc(-n2c(=O)cc(C(F)(F)F)n(C)c2=O)ccc1Cl. RXN SMILES: [Cl:18][c:19]1[c:20]([CH:21]=[O:22])[cH:23][c:24](-[n:27]2[c:28](=[O:39])[n:29]([CH3:38])[c:30]([C:34]([F:35])([F:36])[F:37])[cH:31][c:32]2=[O:33])[cH:25][cH:26]1.[Cl:1][C:2]([P:3]([O:4][CH2:5][CH3:6])(=[O:7])[O:8][CH2:9][CH3:10])([Cl:11])[Cl:12].[Li:13][CH2:14][CH2:15][CH2:16][CH3:17]>>[C:2]([P:3]([O:4][CH2:5][CH3:6])(=[O:7])[O:8][CH2:9][CH3:10])([Cl:12])=[CH:21][c:20]1[c:19]([Cl:18])[cH:26][cH:25][c:24](-[n:27]2[c:28](=[O:39])[n:29]([CH3:38])[c:30]([C:34]([F:35])([F:36])[F:37])[cH:31][c:32]2=[O:33])[cH:23]1. Reactants: C1(=CC=CC=C1)CC1=CC=CC=C1 (diphenylmethane), CC(CCCC(C)(C)O)N.Cl (heptaminol hydrochloride). Product: 22.4, NC(CCCC(C)(C)C(C1=CC=CC=C1)(C1=CC=CC=C1)C(C)(CCCC(C)N)C)C (bis-(6-amino-2-methylhept-2-yl)diphenylmethane). Reaction SMILES: [C:1]1([CH2:7][C:8]2[CH:13]=[CH:12][CH:11]=[CH:10][CH:9]=2)[CH:6]=[CH:5][CH:4]=[CH:3][CH:2]=1.[CH3:14][CH:15]([NH2:23])[CH2:16][CH2:17][CH2:18][C:19](O)([CH3:21])[CH3:20].Cl>>[NH2:23][CH:15]([CH3:14])[CH2:16][CH2:17][CH2:18][C:19]([C:7]([C:19]([CH3:21])([CH2:18][CH2:17][CH2:16][CH:15]([NH2:23])[CH3:14])[CH3:20])([C:8]1[CH:9]=[CH:10][CH:11]=[CH:12][CH:13]=1)[C:1]1[CH:6]=[CH:5][CH:4]=[CH:3][CH:2]=1)([CH3:21])[CH3:20] |f:1.2|. Reported procedure: 16.8 parts of diphenylmethane were reacted with 36.4 parts of heptaminol hydrochloride according to the procedure of Example 2. Distillation gave 22.4 parts of bis-(6-amino-2-methylhept-2-yl)diphenylmethane b0.4 230°-44° C. Analysis of this fraction showed it to contain 73% of the 4,4'-isomer with the following percentage composition by weight The reactants are CCOCC, CC(C)(C)C(=O)c1ccc(C(=O)Cl)cc1, [NH4+], [OH-]. Product: CC(C)(C)C(=O)c1ccc(C(N)=O)cc1. RXN SMILES: [CH2:18]([O:19][CH2:20][CH3:21])[CH3:22].[CH3:1][C:2]([C:3](=[O:4])[c:5]1[cH:6][cH:7][c:8]([C:9](=[O:10])[Cl:11])[cH:12][cH:13]1)([CH3:14])[CH3:15].[NH4+:16].[OH-:17]>>[CH3:1][C:2]([C:3](=[O:4])[c:5]1[cH:6][cH:7][c:8]([C:9](=[O:10])[NH2:16])[cH:12][cH:13]1)([CH3:14])[CH3:15]. The reactants are C(C1=CC=CC=C1)C=1NC2=C(C=NC=3C=CC(=CC23)F)N1 (2-benzyl-8-fluoro-1H-imidazo[4,5-c]-quinoline), [Se](=O)=O (selenium dioxide). The solvent is O1CCOCC1 (dioxane). Reaction conditions: temperature 80 celsius. Product: C(C1=CC=CC=C1)(=O)C=1NC2=C(C=NC=3C=CC(=CC23)F)N1 (2-Benzoyl-8-fluoro-1H-imidazo[4,5-c]quinoline). Isolated yield 94.1%. Reaction SMILES: [CH2:1]([C:8]1[NH:9][C:10]2[C:19]3[CH:18]=[C:17]([F:20])[CH:16]=[CH:15][C:14]=3[N:13]=[CH:12][C:11]=2[N:21]=1)[C:2]1[CH:7]=[CH:6][CH:5]=[CH:4][CH:3]=1.[Se](=O)=[O:23]>O1CCOCC1>[C:1]([C:8]1[NH:9][C:10]2[C:19]3[CH:18]=[C:17]([F:20])[CH:16]=[CH:15][C:14]=3[N:13]=[CH:12][C:11]=2[N:21]=1)(=[O:23])[C:2]1[CH:3]=[CH:4][CH:5]=[CH:6][CH:7]=1. Reported procedure: To a suspension of 830 mg of 2-benzyl-8-fluoro-1H-imidazo[4,5-c]-quinoline (VII-1) in 50 ml of dioxane heated to 80° C. was added 1.07 g of selenium dioxide. The reaction mixture was refluxed for 1.5 hours. The resulting precipitate was immediately removed by filtration and concentrated under reduced pressure, and the residue obtained was partitioned between ethyl acetate and saturated aqueous sodium hydrogencarbonate. The organic layer was washed with water and saturated brine, and dried. The e...